Dataset: the Open Reaction Database (ORD), a public repository of structured organic reaction records. Task: describe an organic reaction: reactants, conditions, products, and yield RXN SMILES: [CH2:1]1[CH:9]2[CH:4]([CH:5]3[CH2:10][CH:8]2[CH2:7][CH:6]3[NH2:11])[CH:3]=[CH:2]1.C1C2C(C3CC2CC3N)CC=1>CO.[Pd]>[CH2:1]1[CH:9]2[CH:4]([CH:5]3[CH2:10][CH:8]2[CH2:7][CH:6]3[NH2:11])[CH2:3][CH2:2]1. Procedure: 3.3 g of a mixture of 3a,4,5,6,7,7a-hexahydro-1H-4,7-methanoinden-5-ylamine and 3a,4,5,6,7,7a-hexahydro-3H-4,7-methanoinden-5-ylamine (example Amine 1, a2) were dissolved in 30 ml of methanol and reduced under an atmosphere of hydrogen in the presence of 0.5 g Pd/C (10%). After 4 hours the catalyst was filtered off and washed with methanol. The filtrate was concentrated in vaccuo to give 3 g of the desired product as an oil. The reagents and catalysts are [Pd] (Pd/C). Starting materials: mixture, C1C=CC2C3C(CC(C12)C3)N (3a,4,5,6,7,7a-hexahydro-1H-4,7-methanoinden-5-ylamine), C1=CCC2C3C(CC(C12)C3)N (3a,4,5,6,7,7a-hexahydro-3H-4,7-methanoinden-5-ylamine). The solvent is CO (methanol). Product: C1CCC2C3C(CC(C12)C3)N (octahydro-4,7-methanoinden-5-ylamine).